From a dataset of the Open Reaction Database (ORD), a public repository of structured organic reaction records. describe an organic reaction: reactants, conditions, products, and yield Starting materials: C(C1=CC=CC=C1)N (benzylamine), CN(C)C=O (DMF). Run in O (water). Product: C(C1=CC=CC=C1)NC1=NC=C(C#N)C=C1 (6-Benzylamino-nicotinonitrile). The yield is 96.0%. Reaction SMILES: [CH2:1]([NH2:8])[C:2]1[CH:7]=[CH:6][CH:5]=[CH:4][CH:3]=1.[CH3:9][N:10]([CH:12]=O)C>O>[CH2:1]([NH:8][C:9]1[CH:4]=[CH:3][C:2]([C:1]#[N:8])=[CH:12][N:10]=1)[C:2]1[CH:7]=[CH:6][CH:5]=[CH:4][CH:3]=1. Procedure: Heat 6-chloroniconitrile (0.58 g, 4.2 mmol) and benzylamine (4.6 mL, 42 mmol) in anhydrous DMF (3 mL) at 120° C. for 4.5 h. Cool at room temperature. Dilute with water and extract with EtOAc. Wash the organic phase with brine, dry over MgSO4, filter, and concentrate in vacuo. Purify by chromatography on silica gel eluting sequentially with hexane/EtOAc (4:1, 2:1, 1:2) to give the desired intermediate as a white solid (840 mg, 96%). MS (ES+) m/z: 210 (4+H)+. Procedure: When in the procedure of Example 1(f) an appropriate amount of (±)N-phenyl-2-[8-[(tetrahydro-2H-pyran-2-yl)oxy]octyl]-2H-tetrazol-5-amine was substituted for 2-dodecyl-N-phenyl-2H-tetrazol-5-amine, and reacted with triphosgene and 2,4,6-trimethoxyaniline hydrochloride in the presence of two equivalents of diisopropylethylamine, the title compound was obtained. 1H NMR (CDCl3): 8.7 (br s, 0.6H), 8.6 (br s, 0.4H), 7.4 (m, 5H), 6.2 (s, 2H), 4.6 (m, 1H), 4.5 (m, 2H), 3.8 (two s, 9H), 3.7 (m, 1H), 3.6... Reactants: C1(=CC=CC=C1)NC=1N=NN(N1)CCCCCCCCOC1OCCCC1 ((±)N-phenyl-2-[8-[(tetrahydro-2H-pyran-2-yl)oxy]octyl]-2H-tetrazol-5-amine), C(CCCCCCCCCCC)N1N=C(N=N1)NC1=CC=CC=C1 (2-dodecyl-N-phenyl-2H-tetrazol-5-amine), ClC(Cl)(OC(OC(Cl)(Cl)Cl)=O)Cl (triphosgene), Cl.COC1=C(N)C(=CC(=C1)OC)OC (2,4,6-trimethoxyaniline hydrochloride), C(C)(C)N(CC)C(C)C (diisopropylethylamine). Reaction SMILES: [C:1]1([NH:7][C:8]2[N:9]=[N:10][N:11]([CH2:13][CH2:14][CH2:15][CH2:16][CH2:17][CH2:18][CH2:19][CH2:20][O:21][CH:22]3[CH2:27][CH2:26][CH2:25][CH2:24][O:23]3)[N:12]=2)[CH:6]=[CH:5][CH:4]=[CH:3][CH:2]=1.C(N1N=NC(NC2C=CC=CC=2)=N1)CCCCCCCCCCC.Cl[C:53](Cl)([O:55]C(=O)OC(Cl)(Cl)Cl)Cl.Cl.[CH3:65][O:66][C:67]1[CH:73]=[C:72]([O:74][CH3:75])[CH:71]=[C:70]([O:76][CH3:77])[C:68]=1[NH2:69].C(N(C(C)C)CC)(C)C>>[C:1]1([N:7]([C:8]2[N:9]=[N:10][N:11]([CH2:13][CH2:14][CH2:15][CH2:16][CH2:17][CH2:18][CH2:19][CH2:20][O:21][CH:22]3[CH2:27][CH2:26][CH2:25][CH2:24][O:23]3)[N:12]=2)[C:53]([NH:69][C:68]2[C:70]([O:76][CH3:77])=[CH:71][C:72]([O:74][CH3:75])=[CH:73][C:67]=2[O:66][CH3:65])=[O:55])[CH:2]=[CH:3][CH:4]=[CH:5][CH:6]=1 |f:3.4|. The product is C1(=CC=CC=C1)N(C(=O)NC1=C(C=C(C=C1OC)OC)OC)C=1N=NN(N1)CCCCCCCCOC1OCCCC1 ((±)N-Phenyl-N-[2-[8-[(tetrahydro-2H-pyran-2-yl)oxy]-octyl]-2H-tetrazol-5-yl]-N'-(2,4.6-trimethoxyphenyl)-urea). Reactants: OC1(CC(CCC1)C)CNC(=O)C=1C=2C=CC(=NC2C=CC1Cl)Cl (2,6-dichloro-quinoline-5-carboxylic acid (1-hydroxy-3methyl-cyclohexylmethyl)-amide), CCN(C(C)C)C(C)C (DIPEA), CN([C@@H]1CNCC1)C ((S)—N,N-dimethylpyrrolidin-3-amine). Yields the product OC1(CC(CCC1)C)CNC(=O)C=1C=2C=CC(=NC2C=CC1Cl)N1C[C@H](CC1)N(C)C (6-Chloro-2-((S)-3-dimethylamino-pyrrolidin-1-yl)-quinoline-5-carboxylic acid (1-hydroxy-3-methyl-cyclohexylmethyl)-amide). RXN SMILES: [OH:1][C:2]1([CH2:9][NH:10][C:11]([C:13]2[C:14]3[CH:15]=[CH:16][C:17](Cl)=[N:18][C:19]=3[CH:20]=[CH:21][C:22]=2[Cl:23])=[O:12])[CH2:7][CH2:6][CH2:5][CH:4]([CH3:8])[CH2:3]1.CCN(C(C)C)C(C)C.[CH3:34][N:35]([CH3:41])[C@H:36]1[CH2:40][CH2:39][NH:38][CH2:37]1>>[OH:1][C:2]1([CH2:9][NH:10][C:11]([C:13]2[C:14]3[CH:15]=[CH:16][C:17]([N:38]4[CH2:39][CH2:40][C@H:36]([N:35]([CH3:41])[CH3:34])[CH2:37]4)=[N:18][C:19]=3[CH:20]=[CH:21][C:22]=2[Cl:23])=[O:12])[CH2:7][CH2:6][CH2:5][CH:4]([CH3:8])[CH2:3]1. Reported procedure: The title compound was synthesized according to the procedure described in example 1 using 2,6-dichloro-quinoline-5-carboxylic acid (1-hydroxy-3methyl-cyclohexylmethyl)-amide, DIPEA and (S)—N,N-dimethylpyrrolidin-3-amine. 1H NMR (400 MHz, DMSO-d6) δ ppm 8.75 (1H), 7.85 (m, 1H), 7.58 (2H), 7.05 (1H), 4.16 (s, 1H), 4.00 (t, 2H), 3.80 (t, 1H), 3.55 (m, 1H), 3.26 (m, 2H), 2.44 (m, 2H), 2.22 (s, 6H), 2.06 (m, 2H), 1.85 (m, 2H), 1.74-1.76 (m, 5H), 1.27 (t, 1H), 1.07 (t, 1H), 0.83 (d, 3H). m/z: 446 [M+...